Dataset: the Open Reaction Database (ORD), a public repository of structured organic reaction records. Task: describe an organic reaction: reactants, conditions, products, and yield Reactants: CCCCCCNC(=O)Nc1ccc(C(=O)N2CCC(Nc3ccc(CCNCC(O)COc4ccc(O[Si](c5ccccc5)(c5ccccc5)C(C)(C)C)cc4)cc3)CC2)cc1, CO, ClC(Cl)Cl. Yields the product CCCCCCNC(=O)Nc1ccc(C(=O)N2CCC(Nc3ccc(CCNCC(O)COc4ccc(O)cc4)cc3)CC2)cc1. As a reaction SMILES: [C:1]([Si:2]([c:3]1[cH:4][cH:5][cH:52][cH:53][cH:54]1)([O:6][c:7]1[cH:8][cH:9][c:10]([O:11][CH2:12][CH:13]([CH2:14][NH:15][CH2:16][CH2:17][c:18]2[cH:19][cH:20][c:21]([NH:22][CH:23]3[CH2:24][CH2:25][N:26]([C:29](=[O:30])[c:31]4[cH:32][cH:33][c:34]([NH:37][C:38](=[O:39])[NH:40][CH2:41][CH2:42][CH2:43][CH2:44][CH2:45][CH3:46])[cH:35][cH:36]4)[CH2:27][CH2:28]3)[cH:47][cH:48]2)[OH:49])[cH:50][cH:51]1)[c:55]1[cH:56][cH:57][cH:58][cH:59][cH:60]1)([CH3:61])([CH3:62])[CH3:63].[CH3:64][OH:65].[CH:66]([Cl:67])([Cl:68])[Cl:69]>>[OH:6][c:7]1[cH:8][cH:9][c:10]([O:11][CH2:12][CH:13]([CH2:14][NH:15][CH2:16][CH2:17][c:18]2[cH:19][cH:20][c:21]([NH:22][CH:23]3[CH2:24][CH2:25][N:26]([C:29](=[O:30])[c:31]4[cH:32][cH:33][c:34]([NH:37][C:38](=[O:39])[NH:40][CH2:41][CH2:42][CH2:43][CH2:44][CH2:45][CH3:46])[cH:35][cH:36]4)[CH2:27][CH2:28]3)[cH:47][cH:48]2)[OH:49])[cH:50][cH:51]1. The reactants are ClC1=CN=CS1 (5-chlorothiazole), F[B-](F)(F)F.C[O+](C)C (trimethyloxonium tetrafluoroborate). The solvent is C(Cl)Cl (CH2Cl2). The product is F[B-](F)(F)F.ClC1=C[N+](=CS1)C (5-chloro-3-methylthiazolium tetrafluoroborate). Reaction SMILES: [Cl:1][C:2]1[S:6][CH:5]=[N:4][CH:3]=1.[F:7][B-:8]([F:11])([F:10])[F:9].[CH3:12][O+](C)C>C(Cl)Cl>[F:7][B-:8]([F:11])([F:10])[F:9].[Cl:1][C:2]1[S:6][CH:5]=[N+:4]([CH3:12])[CH:3]=1 |f:1.2,4.5|. Procedure: Starting material prepared by reaction of 5-chlorothiazole with trimethyloxonium tetrafluoroborate in CH2Cl2 at ambient temperature for 3 hours to give 5-chloro-3-methylthiazolium tetrafluoroborate. Starting materials: S(C)C (SMe2), ClC=1C=C(C=CC1Cl)C1(CCCCC1)C(C)NC=O (N-{1-[1-(3,4-dichloro-phenyl)-cyclohexyl]-ethyl}-formamide), S(C)C (SMe2). The solvent is C1CCOC1 (THF). Run at temperature 70 celsius, time 20 minute. The product is Cl.ClC=1C=C(C=CC1Cl)C1(CCCCC1)C(C)NC (1-(1-(3,4-dichlorophenyl)cyclohexyl)-N-methylethanamine hydrochloride). The yield is 70.0%. As a reaction SMILES: [Cl:1][C:2]1[CH:3]=[C:4]([C:9]2([CH:15]([NH:17][CH:18]=O)[CH3:16])[CH2:14][CH2:13][CH2:12][CH2:11][CH2:10]2)[CH:5]=[CH:6][C:7]=1[Cl:8].S(C)C>C1COCC1>[ClH:1].[Cl:1][C:2]1[CH:3]=[C:4]([C:9]2([CH:15]([NH:17][CH3:18])[CH3:16])[CH2:14][CH2:13][CH2:12][CH2:11][CH2:10]2)[CH:5]=[CH:6][C:7]=1[Cl:8] |f:3.4|. Procedure details: To the refluxing solution of N-{1-[1-(3,4-dichloro-phenyl)-cyclohexyl]-ethyl}-formamide (5.2 g, 17.32 mmol) in anhydrous THF (75 mL) was added slowly BH3.SMe2 (2N solution in THF, 26 mL, 51.96 mmol). The solution was stirred at 70° C. for 20 mins then a distillation head was installed. The solution was refluxed for 2 h, during which SMe2 was distilled, and the solution was cooled to R.T. and concentrated using a rotary evaporator. The pale yellow residue was cooled to 0° C. and added slowly to m... The reactants are CC1(N(C(CC1)=O)CC(=O)OCC)C (ethyl 2,2-dimethyl-5-oxo-1-pyrrolidineacetate), C[C@@H]1N([C@@H](CCC1)C)CCN (cis-2-(2,6-dimethyl-1-piperidinyl)ethylamine). The product is C[C@@H]1N([C@@H](CCC1)C)CCNC(CN1C(CCC1(C)C)=O)=O (cis-N-[2-(2,6-dimethyl-1-piperidinyl)ethyl]-5,5-dimethyl-2-oxo-1-pyrrolidineacetamide), hemihydrate. RXN SMILES: [CH3:1][C:2]1([CH3:14])[CH2:6][CH2:5][C:4](=[O:7])[N:3]1[CH2:8][C:9]([O:11]CC)=O.[CH3:15][C@H:16]1[CH2:21][CH2:20][CH2:19][C@@H:18]([CH3:22])[N:17]1[CH2:23][CH2:24][NH2:25]>>[CH3:15][C@H:16]1[CH2:21][CH2:20][CH2:19][C@@H:18]([CH3:22])[N:17]1[CH2:23][CH2:24][NH:25][C:9](=[O:11])[CH2:8][N:3]1[C:2]([CH3:1])([CH3:14])[CH2:6][CH2:5][C:4]1=[O:7]. Reported procedure: From 10 g. of ethyl 2,2-dimethyl-5-oxo-1-pyrrolidineacetate and 11 g. of cis-2-(2,6-dimethyl-1-piperidinyl)ethylamine, following the procedure of Example 9, there is obtained cis-N-[2-(2,6-dimethyl-1-piperidinyl)ethyl]-5,5-dimethyl-2-oxo-1-pyrrolidineacetamide as the hemihydrate; m.p. 94°-94.5° C. after recrystallization from isooctane.